This data is from the Open Reaction Database (ORD), a public repository of structured organic reaction records. The task is: describe an organic reaction: reactants, conditions, products, and yield Reaction SMILES: [CH3:14][CH2:15][OH:16].[ClH:13].[F:1][c:2]1[c:3]([OH:12])[c:4]([F:11])[cH:5][c:6]([N+:8]([O-:9])=[O:10])[cH:7]1>>[ClH:13].[F:1][c:2]1[c:3]([OH:12])[c:4]([F:11])[cH:5][c:6]([NH2:8])[cH:7]1. Starting materials: CCO, Cl, O=[N+]([O-])c1cc(F)c(O)c(F)c1. The product is Cl, Nc1cc(F)c(O)c(F)c1. The reactants are CC(C)(C)OC(=O)N1CCC(Oc2ncnc3c2cnn3-c2ccc(S(C)(=O)=O)cc2)CC1, C1COCCO1, CC#N, ClCCl, Cl. The product is CS(=O)(=O)c1ccc(-n2ncc3c(OC4CCNCC4)ncnc32)cc1. Reaction SMILES: [C:1]([O:2][C:3](=[O:4])[N:8]1[CH2:9][CH2:10][CH:11]([O:14][c:15]2[c:16]3[c:17]([n:18][cH:19][n:20]2)[n:21](-[c:24]2[cH:25][cH:26][c:27]([S:30](=[O:31])(=[O:32])[CH3:33])[cH:28][cH:29]2)[n:22][cH:23]3)[CH2:12][CH2:13]1)([CH3:5])([CH3:6])[CH3:7].[CH2:41]1[O:42][CH2:43][CH2:44][O:45][CH2:46]1.[CH3:34][C:35]#[N:36].[Cl:37][CH2:38][Cl:39].[ClH:40]>>[NH:8]1[CH2:9][CH2:10][CH:11]([O:14][c:15]2[c:16]3[c:17]([n:18][cH:19][n:20]2)[n:21](-[c:24]2[cH:25][cH:26][c:27]([S:30](=[O:31])(=[O:32])[CH3:33])[cH:28][cH:29]2)[n:22][cH:23]3)[CH2:12][CH2:13]1. The reactants are Compound C, ClC1=CC2=C(NS(N(C2=O)CCCC)(=O)=O)N=C1 (6-chloro-3-n-butyl-1H-pyrido(2,3-c)(1,2,6)thiadiazin-4(3H)-one-2,2-dioxide), CN1C(C2=C(NS1(=O)=O)N=CC=C2)=O (3-methyl-1H-pyrido(2,3-c)(1,2,6)thiadiazin-4(3H)-one-2,2-dioxide), 3H-one-2,2-dioxide, CC(C)N1C(C2=C(NS1(=O)=O)N=CC=C2)=O (3-(1-methylethyl)-1H-pyrido(2,3-c)(1,2,6)thiadiazin-4(3H)-one-2,2-dioxide), Compound D, C(CC)N1C(C2=C(NS1(=O)=O)N=CC=C2)=O (3-n-propyl-1H-pyrido(2,3-c)(1,2,6)thiadiazin-4(3H)-one-2,2-dioxide), Compound D, 3-ethyl-1H-pyrido(2,3c)-(1,2,6)thiadiazin-4(3H)-one-2,2-dioxide, C(CC)N1C(C2=C(NS1(=O)=O)N=CC=C2)=O (3-n-propyl-1H-pyrido(2,3-c)(1,2,6)thiadiazin-4(3H)-one-2,2-dioxide), ClC1=CC2=C(NSN(C2)C(C)C)N=C1 (6-chloro-3-(1-methylethyl)-1H-pyrido(2,3-c)(1,2,6)thiadiazin), CC(C)N1C(C2=C(NS1(=O)=O)N=C(C=C2)CC(C)C)=O (3-(1-methylethyl)-7-(2-methylpropyl)-1H-pyrido(2,3-c)(1,2,6)thiadiazin-4(3H)-one-2,2-dioxide), 3-n-butyl-1H-pyrido(2,3-c)-(1,26)thiadiazin-4(3H)-one-2,2-dioxide, CC(C)N1C(C2=C(NS1(=O)=O)N=C(C=C2)CC(C)C)=O (3-(1-methylethyl)-7-(2-methylpropyl)-1H-pyrido(2,3-c)(1,2,6)thiadiazin-4(3H)-one-2,2-dioxide), Compound F, CC(C)N1C(C2=C(NS1(=O)=O)N=CC=C2)=O (3-(1-methylethyl)-1H-pyrido(2,3-c)(1,2,6)thiadiazin-4(3H)-one-2,2-dioxide), ClC1=CC2=C(NS(N(C2=O)CCCC)(=O)=O)N=C1 (6-chloro-3-n-butyl-1H-pyrido(2,3-c)(1,2,6)thiadiazin-4(3H)-one-2,2-dioxide), 3H-one-2,2-dioxide, CN1C(C2=C(NS1(=O)=O)N=CC=C2)=O (3-methyl-1H-pyrido(2,3-c)(1,2,6)thiadiazin-4(3H)-one-2,2-dioxide), ClC1=CC2=C(NSN(C2)C(C)C)N=C1 (6-chloro-3-(1-methylethyl)-1H-pyrido(2,3-c)(1,2,6)thiadiazin), Compound E, CC(C)N1C(C2=C(NS1(=O)=O)N=CC=C2)=O (3-(1-methylethyl)-1H-pyrido(2,3-c)(1,2,6)thiadiazin-4(3H)-one-2,2-dioxide). Product: C(CCC)N1C(C2=C(NS1(=O)=O)N=CC=C2)=O (3-n-butyl-1H-pyrido(2,3-c)(1,2,6)thiadiazin-4(3H)-one-2,2-dioxide), CN1S(N(C(C2=C1N=CC=C2)=O)C(C)C)(=O)=O (1-methyl-3-(1-methylethyl)-pyrido-(2,3-c) (1,2,6)thiadiazin-4(3H)-one-2,2-dioxide), C(CC)N1C(C2=C(NS1(=O)=O)N=CC=C2)=O (3-n-propyl-1H-pyrido(2,3-c)(1,2,6)thiadiazin-4(3H)-one-2,2-dioxide), Compound E, ClC1=CC2=C(NS(N(C2=O)CCCC)(=O)=O)N=C1 (6-chloro-3-n-butyl-1H-pyrido(2,3-c)(1,2,6)thiadiazin-4(3H)-one-2,2-dioxide). As a reaction SMILES: [CH3:1][CH:2]([N:4]1[S:9](=[O:11])(=[O:10])[NH:8][C:7]2[N:12]=[CH:13][CH:14]=[CH:15][C:6]=2[C:5]1=[O:16])[CH3:3].[CH2:17]([N:20]1[S:25](=[O:27])(=[O:26])[NH:24][C:23]2[N:28]=[CH:29][CH:30]=[CH:31][C:22]=2[C:21]1=[O:32])[CH2:18][CH3:19].ClC1C=NC2NSN(C(C)C)CC=2C=1.[Cl:47][C:48]1[CH:64]=[N:63][C:51]2[NH:52][S:53](=[O:62])(=[O:61])[N:54]([CH2:57][CH2:58][CH2:59][CH3:60])[C:55](=[O:56])[C:50]=2[CH:49]=1.CN1S(=O)(=O)NC2N=CC=CC=2C1=O.CC(N1S(=O)(=O)NC2N=C(CC(C)C)C=CC=2C1=O)C>>[CH2:57]([N:54]1[S:53](=[O:61])(=[O:62])[NH:52][C:51]2[N:63]=[CH:64][CH:48]=[CH:49][C:50]=2[C:55]1=[O:56])[CH2:58][CH2:59][CH3:60].[CH3:17][N:8]1[C:7]2[N:12]=[CH:13][CH:14]=[CH:15][C:6]=2[C:5](=[O:16])[N:4]([CH:2]([CH3:1])[CH3:3])[S:9]1(=[O:10])=[O:11].[CH2:17]([N:20]1[S:25](=[O:26])(=[O:27])[NH:24][C:23]2[N:28]=[CH:29][CH:30]=[CH:31][C:22]=2[C:21]1=[O:32])[CH2:18][CH3:19].[Cl:47][C:48]1[CH:64]=[N:63][C:51]2[NH:52][S:53](=[O:61])(=[O:62])[N:54]([CH2:57][CH2:58][CH2:59][CH3:60])[C:55](=[O:56])[C:50]=2[CH:49]=1. Procedure: In such operations, each of the 3-(1-methylethyl)-1H-pyrido(2,3-c)(1,2,6)thiadiazin-4(3H)-one-2,2-dioxide (Compound A); 3-n-propyl-1H-pyrido(2,3-c)(1,2,6)thiadiazin-4(3H)-one-2,2-dioxide (Compound B); 3-ethyl-1H-pyrido(2,3c)-(1,2,6)thiadiazin-4(3H)-one-2,2-dioxide (Compound C) and 6-chloro-3-(1-methylethyl)-1H-pyrido(2,3-c)(1,2,6)thiadiazin-4(3H-one-2,2-dioxide (Compound D) test ingredients was found to give complete control of the plant species bindweed and velvet leaf. Additionally, each of th...